The task is: describe an organic reaction: reactants, conditions, products, and yield. This data is from the Open Reaction Database (ORD), a public repository of structured organic reaction records. Reaction SMILES: C([N:4]1[CH2:9][CH2:8][CH:7]([OH:10])[CH2:6][CH2:5]1)(=O)C.Br[CH2:12][CH2:13][O:14][CH:15]([CH3:17])[CH3:16]>>[CH:15]([O:14][CH2:13][CH2:12][O:10][CH:7]1[CH2:6][CH2:5][NH:4][CH2:9][CH2:8]1)([CH3:17])[CH3:16]. Reported procedure: This compound was prepared similarly to Example A from N-acetyl-4-hydroxypiperidine and 1-bromo-2-isopropoxyethane. The compound was characterized by spectroscopic techniques. Starting materials: C(C)(=O)N1CCC(CC1)O (N-acetyl-4-hydroxypiperidine), BrCCOC(C)C (1-bromo-2-isopropoxyethane). Product: C(C)(C)OCCOC1CCNCC1 (4-(2-isopropoxyethoxy)piperidine). Run in O (water). Conditions: time 1 hour. As a reaction SMILES: P12(SP3(SP(SP(S3)(S1)=S)(=S)S2)=S)=[S:2].C(=O)(O)[O-].[Na+].COCCOCCOC.[C:29]1([C:35]2[NH:44][C:38]3[N:39]=[CH:40][N:41]=[C:42](O)[C:37]=3[CH:36]=2)[CH:34]=[CH:33][CH:32]=[CH:31][CH:30]=1>O>[C:29]1([C:35]2[NH:44][C:38]3[N:39]=[CH:40][N:41]=[C:42]([SH:2])[C:37]=3[CH:36]=2)[CH:34]=[CH:33][CH:32]=[CH:31][CH:30]=1 |f:1.2|. Reported procedure: After adding 6.19 g of phosphorus pentasulfide, 6.24 g of sodium bicarbonate and 25 ml of diglyme to 2.45 g of the 6-phenyl-7H-pyrrolo[2,3-d]pyrimidin-4-ol described in WO97/02266 and PCT/EP96/02728, and stirring the mixture for 1 hour, an additional 3 g of phosphorus pentasulfide and 3 g of sodium bicarbonate were added and the mixture was stirred for 1 hour. There were further added another 3 g of phosphorus pentasulfide and 3 g of sodium bicarbonate, and the mixture was stirred for 1 hour. It... Yields the product C1(=CC=CC=C1)C1=CC2=C(N=CN=C2S)N1 (6-Phenyl-7H-pyrrolo[2,3-d]pyrimidine-4-thiol). The reactants are P12(=S)SP3(=S)SP(=S)(S1)SP(=S)(S2)S3 (phosphorus pentasulfide), C([O-])(O)=O.[Na+] (sodium bicarbonate), COCCOCCOC (diglyme), C1(=CC=CC=C1)C1=CC2=C(N=CN=C2O)N1 (6-phenyl-7H-pyrrolo[2,3-d]pyrimidin-4-ol), P12(=S)SP3(=S)SP(=S)(S1)SP(=S)(S2)S3 (phosphorus pentasulfide), C([O-])(O)=O.[Na+] (sodium bicarbonate), P12(=S)SP3(=S)SP(=S)(S1)SP(=S)(S2)S3 (phosphorus pentasulfide), C([O-])(O)=O.[Na+] (sodium bicarbonate). Yield: 94.8%. Reactants: COC1=CC=C(CN(C2=NC=CC=C2)CCN(CCN)C)C=C1 (N-[2-[N-(4-methoxybenzyl)-N-(2-pyridyl)amino]ethyl]-N-methyl-1,2-ethanediamine), C(=O)(N1C=NC=C1)N1C=NC=C1 (1,1'-carbonyldiimidazole), N(C(=N)N)C=1SC=C(N1)CSCCN (2-[[(2-guanidino-4-thiazolyl)methyl]thio]ethaneamine). The product is N(C(=N)N)C=1SC=C(N1)CSCCNC(=O)NCCN(C)CCN(C1=NC=CC=C1)CC1=CC=C(C=C1)OC (N-[2-[[(2-guanidino-4-thiazolyl)methyl]thio]ethyl]-N'-[2-[N-[2-[N-(4-methoxybenzyl)-N-(2-pyridyl)amino]ethyl]-N-methylamino]ethyl]urea). RXN SMILES: [CH3:1][O:2][C:3]1[CH:23]=[CH:22][C:6]([CH2:7][N:8]([CH2:15][CH2:16][N:17]([CH3:21])[CH2:18][CH2:19][NH2:20])[C:9]2[CH:14]=[CH:13][CH:12]=[CH:11][N:10]=2)=[CH:5][CH:4]=1.[C:24](N1C=CN=C1)(N1C=CN=C1)=[O:25].[NH:36]([C:40]1[S:41][CH:42]=[C:43]([CH2:45][S:46][CH2:47][CH2:48][NH2:49])[N:44]=1)[C:37]([NH2:39])=[NH:38]>>[NH:36]([C:40]1[S:41][CH:42]=[C:43]([CH2:45][S:46][CH2:47][CH2:48][NH:49][C:24]([NH:20][CH2:19][CH2:18][N:17]([CH2:16][CH2:15][N:8]([CH2:7][C:6]2[CH:5]=[CH:4][C:3]([O:2][CH3:1])=[CH:23][CH:22]=2)[C:9]2[CH:14]=[CH:13][CH:12]=[CH:11][N:10]=2)[CH3:21])=[O:25])[N:44]=1)[C:37]([NH2:39])=[NH:38]. Procedure: Preparation is effected analogously to Example 63, using 0.53 g (1.7 mmol) of N-[2-[N-(4-methoxybenzyl)-N-(2-pyridyl)amino]ethyl]-N-methyl-1,2-ethanediamine and the equimolar amounts of 1,1'-carbonyldiimidazole and 2-[[(2-guanidino-4-thiazolyl)methyl]thio]ethaneamine as starting materials. Working up by chromatography analogously to Example 63 yields the purified title compound in the form of a viscous oil; MS (+FAB method): m/z (rel. int. [%])=572 ([M+H]+, 1), 121 (100); IR (KBr): 1644 cm-1 (C≡... The reactants are N(N)C=1N=C(C=2N=CN([C@H]3[C@H](O)[C@H](O)[C@@H](CO)O3)C2N1)N (2-hydrazinoadenosine), N(N)C=1N=C(C=2N=CN([C@H]3[C@H](O)[C@H](O)[C@@H](CO)O3)C2N1)N (2-hydrazinoadenosine), Cl (HCl), C(=O)C(C(=O)OCC)C=O (ethyl 2-formyl-3-oxopropionate), O[C@H]1[C@@H](O[C@@H]([C@H]1O)CO)N1C2=NC(=NC(=C2N=C1)N)N1N=CC(=C1)C(=O)OCC (Ethyl 1-{9-[(4S,2R,3R,5R)-3,4-dihydroxy-5-(hydroxymethyl)oxolan-2-yl]-6-aminopurin-2-yl}pyrazole-4-carboxylate). Solvent: C(C)O (ethanol). Run at temperature 10 celsius. The product is O[C@H]1[C@@H](O[C@@H]([C@H]1O)CO)N1C2=NC(=NC(=C2N=C1)N/C=C(/C(=O)OCC)\C=O)C1=NNC=C1C(=O)OCC (Ethyl (2E)-3-({9-[(4S,2R,3R,5R)-3,4-dihydroxy-5-(hydroxymethyl)-oxolan-2-yl]-2-[4-(ethoxycarbonyl)pyrazolyl]purin-6-yl}amino)-2-formylprop-2-enoate). RXN SMILES: N([C:3]1[N:4]=[C:5]([NH2:21])[C:6]2[N:7]=[CH:8][N:9]([C:19]=2[N:20]=1)[C@@H:10]1[O:18][C@H:15]([CH2:16][OH:17])[C@@H:13]([OH:14])[C@H:11]1[OH:12])N.Cl.[CH:23]([CH:25]([CH:31]=[O:32])[C:26]([O:28][CH2:29][CH3:30])=[O:27])=O.O[C@@H]1[C@H](O)[C@@H](CO)O[C@H]1N1C=NC2C1=NC([N:52]1[CH:56]=[C:55]([C:57]([O:59][CH2:60][CH3:61])=[O:58])[CH:54]=[N:53]1)=NC=2N>C(O)C>[OH:12][C@@H:11]1[C@H:13]([OH:14])[C@@H:15]([CH2:16][OH:17])[O:18][C@H:10]1[N:9]1[CH:8]=[N:7][C:6]2[C:19]1=[N:20][C:3]([C:56]1[C:55]([C:57]([O:59][CH2:60][CH3:61])=[O:58])=[CH:54][NH:53][N:52]=1)=[N:4][C:5]=2[NH:21]/[CH:23]=[C:25](\[CH:31]=[O:32])/[C:26]([O:28][CH2:29][CH3:30])=[O:27]. Procedure details: A reaction vessel is charged with 2-hydrazinoadenosine (450 g) and absolute ethanol (11376 g). HCl (7.47 g) and ethyl 2-formyl-3-oxopropionate (1557 g) are added. The mixture is heated to reflux and sampled until the level of residual 2-hydrazinoadenosine in the mixture is not more than 0.50% and the level of the compound of formula (3) is not more than 2.5%. The mixture is slowly cooled to approximately 10° C. The product, the compound of formula (4) is isolated by filtration and washed with ab... RXN SMILES: [C:22](=[O:23])([OH:24])[O-:25].[CH2:1]([CH2:2][CH:3]([CH3:4])[CH3:5])[O:6][CH2:7][CH2:8][CH2:9][CH2:10][OH:11].[CH:27]([Cl:28])([Cl:29])[Cl:30].[Na+:26].[P:18]([Br:19])([Br:20])[Br:21].[cH:12]1[cH:13][cH:14][n:15][cH:16][cH:17]1>>[CH2:1]([CH2:2][CH:3]([CH3:4])[CH3:5])[O:6][CH2:7][CH2:8][CH2:9][CH2:10][Br:19]. The product is CC(C)CCOCCCCBr. The reactants are O=C([O-])O, CC(C)CCOCCCCO, ClC(Cl)Cl, [Na+], BrP(Br)Br, c1ccncc1. Reactants: OB(O)c1ccc(Br)cc1, O=C([O-])[O-], COCCOC, O=[N+]([O-])c1cnccc1Cl, [K+], [K+]. Product: O=[N+]([O-])c1cnccc1-c1ccc(Br)cc1. Reaction SMILES: [Br:11][c:12]1[cH:13][cH:14][c:15]([B:18]([OH:19])[OH:20])[cH:16][cH:17]1.[C:21](=[O:22])([O-:23])[O-:24].[CH3:27][O:28][CH2:29][CH2:30][O:31][CH3:32].[Cl:1][c:2]1[c:3]([N+:8](=[O:9])[O-:10])[cH:4][n:5][cH:6][cH:7]1.[K+:25].[K+:26]>>[c:2]1(-[c:15]2[cH:14][cH:13][c:12]([Br:11])[cH:17][cH:16]2)[c:3]([N+:8](=[O:9])[O-:10])[cH:4][n:5][cH:6][cH:7]1.